This data is from the Open Reaction Database (ORD), a public repository of structured organic reaction records. The task is: describe an organic reaction: reactants, conditions, products, and yield Starting materials: COC(C(C1CC1)C(C1=CC=CC=C1)=O)=O (2-Benzoyl-2-cyclopropylacetic acid methyl ester), Cl.NO (hydroxylamine hydrochloride), C[O-].[Na+] (sodium methoxide). Yields the product C1(CC1)C=1C(=NOC1C1=CC=CC=C1)O (4-Cyclopropyl-3-hydroxy-5-phenylisoxazole). The yield is 38.6%. RXN SMILES: C[O:2][C:3](=O)[CH:4]([C:8](=[O:15])[C:9]1[CH:14]=[CH:13][CH:12]=[CH:11][CH:10]=1)[CH:5]1[CH2:7][CH2:6]1.Cl.[NH2:18]O.C[O-].[Na+]>>[CH:5]1([C:4]2[C:3]([OH:2])=[N:18][O:15][C:8]=2[C:9]2[CH:14]=[CH:13][CH:12]=[CH:11][CH:10]=2)[CH2:7][CH2:6]1 |f:1.2,3.4|. Reported procedure: 2-Benzoyl-2-cyclopropylacetic acid methyl ester (0.9 g), hydroxylamine hydrochloride (0.6 g) and sodium methoxide (28% methanol solution, 4.0 ml) were subjected to reaction and post-treatment in a similar manner to that described in Reference example 8(b) to obtain the title compound (0.32 g, 39%) as colorless crystals. Reactants: CC(=O)NC1C(O)OC(CO)C(O)C1O, CC(=O)Cl, ClC(Cl)Cl. Product: CC(=O)NC1C(O)OC(CO)C(O)C1O, [Cl-]. Reaction SMILES: [C:1]([CH3:2])(=[O:3])[NH:4][CH:5]1[CH:6]([OH:7])[O:8][CH:9]([CH2:14][OH:15])[CH:10]([OH:13])[CH:11]1[OH:12].[CH3:16][C:17]([Cl:18])=[O:19].[CH:20]([Cl:21])([Cl:22])[Cl:23]>>[C:1]([CH3:2])(=[O:3])[NH:4][CH:5]1[CH:6]([OH:7])[O:8][CH:9]([CH2:14][OH:15])[CH:10]([OH:13])[CH:11]1[OH:12].[Cl-:18]. Reactants: NC1=C(NC2=CC(=CC=C12)Cl)C(=O)C1=COC=C1 (3-amino-6-chloro-2-(3-furoyl)indole), C(C)(=O)Cl (acetyl chloride). The solvent is C(C)(=O)OCC.CCCCCC (ethyl acetate hexane). Yields the product C(C)(=O)NC1=C(NC2=CC(=CC=C12)Cl)C(=O)C1=COC=C1 (3-Acetylamino-6-chloro-2-(3-furoyl)indole). RXN SMILES: [NH2:1][C:2]1[C:10]2[C:5](=[CH:6][C:7]([Cl:11])=[CH:8][CH:9]=2)[NH:4][C:3]=1[C:12]([C:14]1[CH:18]=[CH:17][O:16][CH:15]=1)=[O:13].[C:19](Cl)(=[O:21])[CH3:20]>C(OCC)(=O)C.CCCCCC>[C:19]([NH:1][C:2]1[C:10]2[C:5](=[CH:6][C:7]([Cl:11])=[CH:8][CH:9]=2)[NH:4][C:3]=1[C:12]([C:14]1[CH:18]=[CH:17][O:16][CH:15]=1)=[O:13])(=[O:21])[CH3:20] |f:2.3|. Procedure: The title compound was prepared according to the procedure described in Example 19 from 3-amino-6-chloro-2-(3-furoyl)indole (Example 79) and acetyl chloride. m.p.:217-219° C. (ethyl acetate/hexane) Reactants: COC=1C=C2CCOC(C2=CC1OC)CN (6,7-dimethoxy-1-isochromanmethylamine), C(C1=CC=CC=C1)=O (benzaldehyde). The solvent is C1=CC=CC=C1 (benzene). Conditions: time 8 hour. Product: C(C1=CC=CC=C1)NCC1OCCC2=CC(=C(C=C12)OC)OC (N-Benzyl-6,7-dimethoxy-1-isochromanmethylamine). As a reaction SMILES: [CH3:1][O:2][C:3]1[CH:4]=[C:5]2[C:10](=[CH:11][C:12]=1[O:13][CH3:14])[CH:9]([CH2:15][NH2:16])[O:8][CH2:7][CH2:6]2.[CH:17](=O)[C:18]1[CH:23]=[CH:22][CH:21]=[CH:20][CH:19]=1>C1C=CC=CC=1>[CH2:17]([NH:16][CH2:15][CH:9]1[C:10]2[C:5](=[CH:4][C:3]([O:2][CH3:1])=[C:12]([O:13][CH3:14])[CH:11]=2)[CH2:6][CH2:7][O:8]1)[C:18]1[CH:23]=[CH:22][CH:21]=[CH:20][CH:19]=1. Procedure: A mixture of 6,7-dimethoxy-1-isochromanmethylamine (18.0 g), benzaldehyde (9.7 g) and dry benzene (400 ml) is heated under reflux (Dean-Stark) for 18 hr. The solvent is removed under reduced pressure and the residue (27.0 g) is dissolved in ethanol (400 ml). Sodium borohydride (17.0 g) is added portionwise to the stirred solution. When the addition is complete the mixture is stirred and heated under reflux for 1.5 hr. and then left at room temperature overnight. The mixture is concentrated, dilu... Starting materials: CCOC(=O)c1oc(Br)cc1-c1ccccc1, OB(O)c1ccccc1. The product is CCOC(=O)c1oc(-c2ccccc2)cc1-c1ccccc1. RXN SMILES: [Br:1][c:2]1[cH:3][c:4](-[c:12]2[cH:13][cH:14][cH:15][cH:16][cH:17]2)[c:5]([C:7](=[O:8])[O:9][CH2:10][CH3:11])[o:6]1.[OH:18][B:19]([OH:20])[c:21]1[cH:22][cH:23][cH:24][cH:25][cH:26]1>>[c:2]1(-[c:21]2[cH:22][cH:23][cH:24][cH:25][cH:26]2)[cH:3][c:4](-[c:12]2[cH:13][cH:14][cH:15][cH:16][cH:17]2)[c:5]([C:7](=[O:8])[O:9][CH2:10][CH3:11])[o:6]1.